From a dataset of the Open Reaction Database (ORD), a public repository of structured organic reaction records. describe an organic reaction: reactants, conditions, products, and yield Procedure details: To a stirred solution of 5-amino-2-fluoropyridine (79 mg, 0.703 mmol) in dry THF (2 mL) was added isopropyl magnesium chloride 2M in THF (0.43 mL, 0.86 mmol) dropwise under nitrogen atmosphere at 0° C. The resultant mixture was stirred at 0° C. for 30 min. To this was added a solution of (S)-methyl 1-(4-(3-isopropyl-1H-pyrazol-5-ylamino)-6,6-dimethyl-6,7-dihydro-5H-cyclopenta[d]pyrimidin-2-yl)pyrrolidine-2-carboxylate (70 mg, 0.175 mmol) in THF (2 mL) dropwise at 0° C. and the reaction mixture w... As a reaction SMILES: [NH2:1][C:2]1[CH:3]=[CH:4][C:5]([F:8])=[N:6][CH:7]=1.C([Mg]Cl)(C)C.[CH:14]([C:17]1[CH:21]=[C:20]([NH:22][C:23]2[C:24]3[CH2:40][C:39]([CH3:42])([CH3:41])[CH2:38][C:25]=3[N:26]=[C:27]([N:29]3[CH2:33][CH2:32][CH2:31][C@H:30]3[C:34](OC)=[O:35])[N:28]=2)[NH:19][N:18]=1)([CH3:16])[CH3:15]>C1COCC1>[F:8][C:5]1[N:6]=[CH:7][C:2]([NH:1][C:34]([C@@H:30]2[CH2:31][CH2:32][CH2:33][N:29]2[C:27]2[N:28]=[C:23]([NH:22][C:20]3[NH:19][N:18]=[C:17]([CH:14]([CH3:16])[CH3:15])[CH:21]=3)[C:24]3[CH2:40][C:39]([CH3:42])([CH3:41])[CH2:38][C:25]=3[N:26]=2)=[O:35])=[CH:3][CH:4]=1. Starting materials: C(C)(C)C1=NNC(=C1)NC=1C2=C(N=C(N1)N1[C@@H](CCC1)C(=O)OC)CC(C2)(C)C ((S)-methyl 1-(4-(3-isopropyl-1H-pyrazol-5-ylamino)-6,6-dimethyl-6,7-dihydro-5H-cyclopenta[d]pyrimidin-2-yl)pyrrolidine-2-carboxylate), NC=1C=CC(=NC1)F (5-amino-2-fluoropyridine), C(C)(C)[Mg]Cl (isopropyl magnesium chloride), resultant mixture. Reaction conditions: time 2 hour. The yield is 17.9%. The product is FC1=CC=C(C=N1)NC(=O)[C@H]1N(CCC1)C=1N=C(C2=C(N1)CC(C2)(C)C)NC2=CC(=NN2)C(C)C ((S)—N-(6-fluoropyridin-3-yl)-1-(4-(3-isopropyl-1H-pyrazol-5-ylamino)-6,6-dimethyl-6,7-dihydro-5H-cyclopenta[d]pyrimidin-2-yl)pyrrolidine-2-carboxamide). The solvent is C1CCOC1 (THF), C1CCOC1 (THF), C1CCOC1 (THF). Starting materials: C1=C(C=CC2=CC=CC=C12)SCC(C(=O)O)CCC(=O)O (2-(2-naphthylthiomethyl)glutaric acid), C1(=CC=C(C=C1)S(=O)(=O)O)C (p-toluenesulfonic acid). Run in CO (methanol). Run at temperature 40 celsius, time 2.5 hour. Product: COC(=O)CCC(C(=O)O)CSC1=CC2=CC=CC=C2C=C1 (2-(2-methoxycarbonylethyl)-3-(2-naphthylthio)propionic acid). Isolated yield 1646.6%. RXN SMILES: [CH:1]1[C:10]2[C:5](=[CH:6][CH:7]=[CH:8][CH:9]=2)[CH:4]=[CH:3][C:2]=1[S:11][CH2:12][CH:13]([CH2:17][CH2:18][C:19]([OH:21])=[O:20])[C:14]([OH:16])=[O:15].[C:22]1(C)C=CC(S(O)(=O)=O)=CC=1>CO>[CH3:22][O:20][C:19]([CH2:18][CH2:17][CH:13]([CH2:12][S:11][C:2]1[CH:3]=[CH:4][C:5]2[C:10](=[CH:9][CH:8]=[CH:7][CH:6]=2)[CH:1]=1)[C:14]([OH:16])=[O:15])=[O:21]. Procedure: A mixture of 2-(2-naphthylthiomethyl)glutaric acid (28.8 g), methanol (300 ml), and p-toluenesulfonic acid (0.9 g) was stirred at 40° C. for 2.5 hours. The reaction mixture was concentrated in vacuo, and water was added to the resulting residue. The mixture was extracted with ethyl acetate, washed with water, dried over MgSO4, and concentrated in vacuo. The residue was recrystallized from isopropyl ether to give 27.4 g of 2-(2-methoxycarbonylethyl)-3-(2-naphthylthio)propionic acid.